From a dataset of the Open Reaction Database (ORD), a public repository of structured organic reaction records. describe an organic reaction: reactants, conditions, products, and yield Starting materials: FC(C=1C=C(C(=O)N2CCC3(C(NC(N3C3=C(C=CC=C3)Cl)=O)=O)CC2)C=C(C1)C(F)(F)F)(F)F (8-(3,5-bis-trifluoromethyl-benzoyl)-1-(2-chloro-phenyl)-1,3,8-triaza-spiro[4.5]decane-2,4-dione), CN1C(=NC=C1)CO (1-methylimidazole-2-methanol). The product is FC(C=1C=C(C(=O)N2CCC3(C(N(C(N3C3=C(C=CC=C3)Cl)=O)CC=3N(C=CN3)C)=O)CC2)C=C(C1)C(F)(F)F)(F)F (8-(3,5-Bis-trifluoromethyl-benzoyl)-1-(2-chloro-phenyl)-3-(1-methyl-1H-imidazol-2-ylmethyl)-1,3,8-triaza-spiro[4.5]decane-2,4-dione). As a reaction SMILES: [F:1][C:2]([F:35])([F:34])[C:3]1[CH:4]=[C:5]([CH:27]=[C:28]([C:30]([F:33])([F:32])[F:31])[CH:29]=1)[C:6]([N:8]1[CH2:26][CH2:25][C:11]2([N:15]([C:16]3[CH:21]=[CH:20][CH:19]=[CH:18][C:17]=3[Cl:22])[C:14](=[O:23])[NH:13][C:12]2=[O:24])[CH2:10][CH2:9]1)=[O:7].[CH3:36][N:37]1[CH:41]=[CH:40][N:39]=[C:38]1[CH2:42]O>>[F:35][C:2]([F:1])([F:34])[C:3]1[CH:4]=[C:5]([CH:27]=[C:28]([C:30]([F:32])([F:31])[F:33])[CH:29]=1)[C:6]([N:8]1[CH2:9][CH2:10][C:11]2([N:15]([C:16]3[CH:21]=[CH:20][CH:19]=[CH:18][C:17]=3[Cl:22])[C:14](=[O:23])[N:13]([CH2:42][C:38]3[N:37]([CH3:36])[CH:41]=[CH:40][N:39]=3)[C:12]2=[O:24])[CH2:25][CH2:26]1)=[O:7]. Procedure: The title compound, MS: m/e=614.1 (M+H+), was prepared in accordance with the general method of example 121 from 8-(3,5-bis-trifluoromethyl-benzoyl)-1-(2-chloro-phenyl)-1,3,8-triaza-spiro[4.5]decane-2,4-dione and 1-methylimidazole-2-methanol.